Dataset: the Open Reaction Database (ORD), a public repository of structured organic reaction records. Task: describe an organic reaction: reactants, conditions, products, and yield The reactants are CCOC(=O)CC(=O)Cl, C1COCCO1, CCOC(C)=O, Nc1cccnc1S(N)(=O)=O. Product: CCOC(=O)CC1=NS(=O)(=O)c2ncccc2N1. Reaction SMILES: [CH2:12]([CH3:13])[O:14][C:15]([CH2:16][C:17]([Cl:18])=[O:19])=[O:20].[CH2:21]1[O:22][CH2:23][CH2:24][O:25][CH2:26]1.[CH3:27][CH2:28][O:29][C:30](=[O:31])[CH3:32].[NH2:1][c:2]1[c:3]([S:8](=[O:9])(=[O:10])[NH2:11])[n:4][cH:5][cH:6][cH:7]1>>[NH:1]1[c:2]2[c:3]([n:4][cH:5][cH:6][cH:7]2)[S:8](=[O:9])(=[O:10])[N:11]=[C:17]1[CH2:16][C:15]([O:14][CH2:12][CH3:13])=[O:20]. Reactants: C(C=C)OC1=C2[C@H]3CC[C@@H](C2=C(C=C1)OC)C3 ((1R*,4S*)-5-(allyloxy)-8-methoxy-1,2,3,4-tetrahydro-1,4-methanonaphthalene), C1(=CC(=CC(=C1)C)C)C (mesitylene), Intermediate 1. Yields the product C(C=C)C1=C(C=2[C@H]3CC[C@@H](C2C(=C1)OC)C3)O ((1R*,4S*)-6-allyl-8-methoxy-1,2,3,4-tetrahydro-1,4-methanonaphthalen-5-ol). Yield: 80.0%. Reaction SMILES: C([O:4][C:5]1[CH:14]=[CH:13][C:12]([O:15][CH3:16])=[C:11]2[C:6]=1[C@@H:7]1[CH2:17][C@H:10]2[CH2:9][CH2:8]1)C=C.[C:18]1(C)[CH:23]=C(C)C=C(C)[CH:19]=1>>[CH2:23]([C:14]1[CH:13]=[C:12]([O:15][CH3:16])[C:11]2[C@H:10]3[CH2:17][C@H:7]([CH2:8][CH2:9]3)[C:6]=2[C:5]=1[OH:4])[CH:18]=[CH2:19]. Procedure details: Treatment of (1R*,4S*)-5-(allyloxy)-8-methoxy-1,2,3,4-tetrahydro-1,4-methanonaphthalene (15.8 g, 0.069 mol) in refluxing mesitylene generally according to the procedure described for Intermediate 1 gave 12.58 g (80%) of (1R*,4S*)-6-allyl-8-methoxy-1,2,3,4-tetrahydro-1,4-methanonaphthalen-5-ol as a colorless oil. Anal. calcd. for C20H22O.0.2H2O: C, 77.02; H, 7.93. Found: C, 76.68; H, 7.88. Procedure details: Prepared according to the procedure described in Example 56, Step 1, using the following starting materials: 4-fluorobenzyl alcohol and phosgene (20% in toluene). Product: ClC(=O)OCC1=CC=C(C=C1)F (4-Fluorobenzyl Chloroformate). The reactants are FC1=CC=C(CO)C=C1 (4-fluorobenzyl alcohol), C(=O)(Cl)Cl (phosgene). RXN SMILES: [F:1][C:2]1[CH:9]=[CH:8][C:5]([CH2:6][OH:7])=[CH:4][CH:3]=1.[C:10](Cl)([Cl:12])=[O:11]>>[Cl:12][C:10]([O:7][CH2:6][C:5]1[CH:8]=[CH:9][C:2]([F:1])=[CH:3][CH:4]=1)=[O:11]. Starting materials: [Al+3].[Cl-].[Cl-].[Cl-] (AlCl3), C(C)(C)(C)C=1C=C2C(C(=O)OC2=O)=CC1 (4-t-Butyl-phthalic anhydride), C(C)(C)(C)C1=CC=CC=C1 (t-butyl benzene), Cl (HCl), Cl (HCl). Run in CCCCCC (Hexane). Reaction conditions: temperature 70 celsius. The product is C(C)(C)(C)C1=CC(=C(C(=O)O)C=C1)C(C1=CC=CC=C1)=O (4-t-butyl-2-benzoylbenzoic acid). Isolated yield 54.0%. RXN SMILES: [C:1]([C:5]1[CH:6]=[C:7]2[C:12](=[O:13])[O:11][C:9](=[O:10])[C:8]2=[CH:14][CH:15]=1)([CH3:4])([CH3:3])[CH3:2].C([C:20]1[CH:25]=[CH:24][CH:23]=[CH:22][CH:21]=1)(C)(C)C.Cl.[Al+3].[Cl-].[Cl-].[Cl-]>CCCCCC>[C:1]([C:5]1[CH:15]=[CH:14][C:8]([C:9]([OH:11])=[O:10])=[C:7]([C:12](=[O:13])[C:20]2[CH:25]=[CH:24][CH:23]=[CH:22][CH:21]=2)[CH:6]=1)([CH3:4])([CH3:3])[CH3:2] |f:3.4.5.6|. Procedure details: 4-t-Butyl-phthalic anhydride (36.0 g, 176 mmol) and t-butyl benzene were placed under nitrogen in a 3-neck round-bottom flask equipped with a condenser. The condenser was attached to a water-gas trap for HCl released during the reaction. AlCl3 (56.0 g, 420 mmol) was added in portions during which time the mixture turned dark brown. Stirring became difficult in the thick mixture. The reaction was heated at 70° C. for 1 h and then cooled to room temperature. Ice was added slowly to the flask follo... Product: COC(=O)CCc1cnoc1-c1ccc(Cl)c(F)c1. The reactants are CO, O=C(O)CCc1cnoc1-c1ccc(Cl)c(F)c1, O=S(=O)(O)O. RXN SMILES: [CH3:24][OH:25].[Cl:1][c:2]1[c:3]([F:18])[cH:4][c:5](-[c:8]2[c:9]([CH2:13][CH2:14][C:15](=[O:16])[OH:17])[cH:10][n:11][o:12]2)[cH:6][cH:7]1.[S:19](=[O:20])(=[O:21])([OH:22])[OH:23]>>[Cl:1][c:2]1[c:3]([F:18])[cH:4][c:5](-[c:8]2[c:9]([CH2:13][CH2:14][C:15](=[O:16])[O:17][CH3:24])[cH:10][n:11][o:12]2)[cH:6][cH:7]1. The reactants are O (water), C(C1=CC=CC=C1)OC(=O)NC(C(=O)OCC1=CC=CC=C1)CCP(=O)(OC1=CC=C(C=C1)C(F)(F)F)OC (benzyl 2-(N-benzyloxycarbonylamino)-4-[methyl(4-trifluoromethylphenyl)phosphono]butanoate), C1(=CC=CC=C1)OC (anisole), [Cl-].[Cl-].[Cl-].[Al+3] (aluminum trichloride). The solvent is [N+](=O)([O-])C (nitromethane). Run at time 1 hour. Yields the product NC(C(=O)O)CCP(=O)(OC1=CC=C(C=C1)C(F)(F)F)OC (2-amino-4-[methyl(4-trifluoromethylphenyl)phosphono]butanoic acid). Isolated yield 62.6%. As a reaction SMILES: C(OC([NH:11][CH:12]([CH2:23][CH2:24][P:25]([O:38][CH3:39])([O:27][C:28]1[CH:33]=[CH:32][C:31]([C:34]([F:37])([F:36])[F:35])=[CH:30][CH:29]=1)=[O:26])[C:13]([O:15]CC1C=CC=CC=1)=[O:14])=O)C1C=CC=CC=1.C1(OC)C=CC=CC=1.[Cl-].[Cl-].[Cl-].[Al+3].O>[N+](C)([O-])=O>[NH2:11][CH:12]([CH2:23][CH2:24][P:25]([O:38][CH3:39])([O:27][C:28]1[CH:33]=[CH:32][C:31]([C:34]([F:35])([F:36])[F:37])=[CH:30][CH:29]=1)=[O:26])[C:13]([OH:15])=[O:14] |f:2.3.4.5|. Procedure: Next, 1.40 g (2.48 mmol) of benzyl 2-(N-benzyloxycarbonylamino)-4-[methyl(4-trifluoromethylphenyl)phosphono]butanoate and 1.61 g (14.9 mmol) of anisole were dissolved in 10 mL of dry nitromethane and mixed with 0.99 g (7.44 mmol) of aluminum trichloride at room temperature. After stirring was carried out at room temperature for 1 hour, 20 mL of water was added and stirred for 10 minutes. The mixture was washed with 50 mL of ether three times and the water layer was separated, and methanol was ad... Reactants: CC(=O)O[BH-](OC(C)=O)OC(C)=O, C=O, Cc1cc2c(s1)Nc1ccccc1N=C2N1CCNC(CCc2ccccc2Cl)C1, ClCCCl, [Na+]. Yields the product Cc1cc2c(s1)Nc1ccccc1N=C2N1CCN(C)C(CCc2ccccc2Cl)C1. RXN SMILES: [C:33]([O:34][BH-:35]([O:36][C:37](=[O:38])[CH3:39])[O:40][C:41](=[O:42])[CH3:43])(=[O:44])[CH3:45].[CH2:31]=[O:32].[Cl:1][c:2]1[c:3]([CH2:8][CH2:9][CH:10]2[CH2:11][N:12]([C:16]3=[N:17][c:18]4[c:19]([cH:27][cH:28][cH:29][cH:30]4)[NH:20][c:21]4[s:22][c:23]([CH3:26])[cH:24][c:25]43)[CH2:13][CH2:14][NH:15]2)[cH:4][cH:5][cH:6][cH:7]1.[Cl:47][CH2:48][CH2:49][Cl:50].[Na+:46]>>[Cl:1][c:2]1[c:3]([CH2:8][CH2:9][CH:10]2[CH2:11][N:12]([C:16]3=[N:17][c:18]4[c:19]([cH:27][cH:28][cH:29][cH:30]4)[NH:20][c:21]4[s:22][c:23]([CH3:26])[cH:24][c:25]43)[CH2:13][CH2:14][N:15]2[CH3:33])[cH:4][cH:5][cH:6][cH:7]1. Reactants: solution, CC(C)C[AlH]CC(C)C (DIBAL), N1=C(C=CC=C1)/C=C/C(=O)OCC ((E)-Ethyl 3-(2-pyridyl)-propenoate). The solvent is C1(=CC=CC=C1)C (toluene). The product is N1=C(C=CC=C1)/C=C/CO ((E)-3-(2-pyridyl)-2-propen-1-ol). RXN SMILES: CC(C[AlH]CC(C)C)C.[N:10]1[CH:15]=[CH:14][CH:13]=[CH:12][C:11]=1/[CH:16]=[CH:17]/[C:18](OCC)=[O:19]>C1(C)C=CC=CC=1>[N:10]1[CH:15]=[CH:14][CH:13]=[CH:12][C:11]=1/[CH:16]=[CH:17]/[CH2:18][OH:19]. Reported procedure: As in Example 3, Step 2, but using a 1.5M solution of DIBAL in toluene, the ester from Step 1 of the present example was converted to the title compound. The alcohol was chromatographed on silica using EtOAc/toluene (9:1) as eluent. Reactants: C(C)(C)(C)OC(=O)N1C[C@H](CC1)NCCCCOC1=NC=CC=C1 (3(S)-[4-(pyridin-2-yloxy)butylamino]pyrrolidine-1-carboxylic acid tert-butyl ester), BrC1=CC(=C(C=C1)F)Cl (4-bromo-2-chloro-1-fluorobenzene), FC(C(=O)O)(F)F (trifluoroacetic acid), F[B-](F)(F)F.C(C)(C)(C)P(C(C)(C)C)C(C)(C)C (tri-tert-butylphosphine tetrafluoroborate), CC(C)([O-])C.[Na+] (sodium tert-butoxide). The reagents and catalysts are C=1C=CC(=CC1)/C=C/C(=O)/C=C/C2=CC=CC=C2.C=1C=CC(=CC1)/C=C/C(=O)/C=C/C2=CC=CC=C2.C=1C=CC(=CC1)/C=C/C(=O)/C=C/C2=CC=CC=C2.[Pd].[Pd] (tris(dibenzylideneacetone)dipalladium). Run in C1(=CC=CC=C1)C (toluene), C(C)(=O)OCC (ethyl acetate), O (water). Run at time 3 hour. Yields the product C(\C=C\C(=O)O)(=O)O.C(\C=C\C(=O)O)(=O)O.ClC=1C=C(C=CC1F)N([C@@H]1CNCC1)CCCCOC1=NC=CC=C1 ((3-chloro-4-fluorophenyl)-[4-(pyridin-2-yloxy)butyl]-(S)-pyrrolidin-3-ylamine difumarate). Yield: 10.6%. Reaction SMILES: C([O:5]C([N:8]1[CH2:12][CH2:11][C@H:10]([NH:13][CH2:14][CH2:15][CH2:16][CH2:17][O:18][C:19]2[CH:24]=[CH:23][CH:22]=[CH:21][N:20]=2)[CH2:9]1)=O)(C)(C)C.Br[C:26]1[CH:31]=[CH:30][C:29]([F:32])=[C:28]([Cl:33])[CH:27]=1.F[B-](F)(F)F.C(P(C(C)(C)C)C(C)(C)C)(C)(C)C.C[C:53]([CH3:56])([O-:55])C.[Na+].F[C:59](F)(F)[C:60]([OH:62])=[O:61]>C1C=CC(/C=C/C(/C=C/C2C=CC=CC=2)=O)=CC=1.C1C=CC(/C=C/C(/C=C/C2C=CC=CC=2)=O)=CC=1.C1C=CC(/C=C/C(/C=C/C2C=CC=CC=2)=O)=CC=1.[Pd].[Pd].C(OCC)(=O)C.O.C1(C)C=CC=CC=1>[C:53]([OH:55])(=[O:5])/[CH:56]=[CH:59]/[C:60]([OH:62])=[O:61].[C:60]([OH:62])(=[O:61])/[CH:59]=[CH:24]/[C:19]([OH:55])=[O:18].[Cl:33][C:28]1[CH:27]=[C:26]([N:13]([CH2:14][CH2:15][CH2:16][CH2:17][O:18][C:19]2[CH:24]=[CH:23][CH:22]=[CH:21][N:20]=2)[C@H:10]2[CH2:11][CH2:12][NH:8][CH2:9]2)[CH:31]=[CH:30][C:29]=1[F:32] |f:2.3,4.5,7.8.9.10.11,15.16.17|. Procedure details: To a toluene solution (4 ml) containing 3(S)-[4-(pyridin-2-yloxy)butylamino]pyrrolidine-1-carboxylic acid tert-butyl ester (0.2 g, 0.6 mmol) and 4-bromo-2-chloro-1-fluorobenzene (0.8 ml, 0.65 mmol) were added tri-tert-butylphosphine tetrafluoroborate (14 mg, 0.05 mmol), tris(dibenzylideneacetone)dipalladium (11 mg, 0.012 mmol) and sodium tert-butoxide (110 mg, 1.2 mmol) and heated under reflux under a nitrogen atmosphere for 12 hours. After cooling to room temperature, water was added to the rea... Starting materials: C(C)(C)N(P(OCCC#N)Cl)C(C)C (2-cyanoethyl N,N-diisopropylchlorophosphoramidite), C(C1=CC=CC=C1)(C1=CC=CC=C1)(C1=CC=CC=C1)NC[C@@H]1[C@H](C[C@@H](O1)N1C(=O)NC(=O)C(C)=C1)O (5'-tritylamino-5'-deoxy-thymidine), N1=CC=CC=C1 (pyridine), C(C)(C)N(CC)C(C)C (N,N-diisopropyl-N-ethylamine). Solvent: C(Cl)Cl (methylene chloride), C(C)(=O)OCC (ethyl acetate). Reaction conditions: time 60 minute. Yields the product C(#N)CCP(O)(N(C(C)C)C(C)C)O[C@H]1C[C@@H](O[C@@H]1CNC(C1=CC=CC=C1)(C1=CC=CC=C1)C1=CC=CC=C1)N1C(=O)NC(=O)C(C)=C1 (5'-Tritylamino-5'-deoxythymidine 2-cyanoethyl N,N-diisopropylphosphoramidite). Isolated yield 89.0%. RXN SMILES: [C:1]([NH:20][CH2:21][C@H:22]1[O:26][C@@H:25]([N:27]2[CH:35]=[C:33]([CH3:34])[C:31](=[O:32])[NH:30][C:28]2=[O:29])[CH2:24][C@@H:23]1[OH:36])([C:14]1[CH:19]=[CH:18][CH:17]=[CH:16][CH:15]=1)([C:8]1[CH:13]=[CH:12][CH:11]=[CH:10][CH:9]=1)[C:2]1[CH:7]=[CH:6][CH:5]=[CH:4][CH:3]=1.[N:37]1C=C[CH:40]=[CH:39][CH:38]=1.C(N(C(C)C)CC)(C)C.[CH:52]([N:55]([CH:63]([CH3:65])[CH3:64])[P:56](Cl)[O:57]CCC#N)([CH3:54])[CH3:53]>C(Cl)Cl.C(OCC)(=O)C>[C:38]([CH2:39][CH2:40][PH:56]([O:36][C@@H:23]1[C@@H:22]([CH2:21][NH:20][C:1]([C:8]2[CH:13]=[CH:12][CH:11]=[CH:10][CH:9]=2)([C:2]2[CH:3]=[CH:4][CH:5]=[CH:6][CH:7]=2)[C:14]2[CH:15]=[CH:16][CH:17]=[CH:18][CH:19]=2)[O:26][C@@H:25]([N:27]2[CH:35]=[C:33]([CH3:34])[C:31](=[O:32])[NH:30][C:28]2=[O:29])[CH2:24]1)([N:55]([CH:52]([CH3:53])[CH3:54])[CH:63]([CH3:64])[CH3:65])[OH:57])#[N:37]. Reported procedure: 0.15 g (0.31 mmol) of 5'-tritylamino-5'-deoxy-thymidine [prepared as described in step (a) above] was dried by azeotropic distillation with pyridine and then dissolved in 2 ml of methylene chloride. 0.23 ml (1.2 mmol) of N,N-diisopropyl-N-ethylamine was then added to the resulting solution, after which 0.08 ml (0.36 mmol) of 2-cyanoethyl N,N-diisopropylchlorophosphoramidite was added over a period of 2 minutes in a stream of nitrogen. The resulting mixture was then stirred at room temperature fo...